The task is: describe an organic reaction: reactants, conditions, products, and yield. This data is from the Open Reaction Database (ORD), a public repository of structured organic reaction records. The reactants are CC(=O)N1N=C(c2ccc([N+](=O)[O-])c(Cl)c2)c2cc(Cl)ccc2CC1C, CO, ClCCl, NN, O. The product is CC(=O)N1N=C(c2ccc(N)c(Cl)c2)c2cc(Cl)ccc2CC1C. As a reaction SMILES: [C:1]([CH3:2])(=[O:3])[N:4]1[N:5]=[C:6]([c:17]2[cH:18][c:19]([Cl:26])[c:20]([N+:23]([O-:24])=[O:25])[cH:21][cH:22]2)[c:7]2[c:8]([cH:12][cH:13][c:14]([Cl:16])[cH:15]2)[CH2:9][CH:10]1[CH3:11].[CH3:30][OH:31].[Cl:32][CH2:33][Cl:34].[NH2:28][NH2:29].[OH2:27]>>[C:1]([CH3:2])(=[O:3])[N:4]1[N:5]=[C:6]([c:17]2[cH:18][c:19]([Cl:26])[c:20]([NH2:23])[cH:21][cH:22]2)[c:7]2[c:8]([cH:12][cH:13][c:14]([Cl:16])[cH:15]2)[CH2:9][CH:10]1[CH3:11].